From a dataset of the Open Reaction Database (ORD), a public repository of structured organic reaction records. describe an organic reaction: reactants, conditions, products, and yield Reactants: [Al], COc1ccc2cc(C(C)C(=O)O)ccc2c1Cl, [Na+], [Ni], [OH-]. Product: COc1ccc2cc(C(C)C(=O)O)ccc2c1. As a reaction SMILES: [Al:21].[Cl:1][c:2]1[c:3]2[cH:4][cH:5][c:6]([CH:14]([C:15](=[O:16])[OH:17])[CH3:18])[cH:7][c:8]2[cH:9][cH:10][c:11]1[O:12][CH3:13].[Na+:20].[Ni:22].[OH-:19]>>[cH:2]1[c:3]2[cH:4][cH:5][c:6]([CH:14]([C:15](=[O:16])[OH:17])[CH3:18])[cH:7][c:8]2[cH:9][cH:10][c:11]1[O:12][CH3:13].